Dataset: the Open Reaction Database (ORD), a public repository of structured organic reaction records. Task: describe an organic reaction: reactants, conditions, products, and yield The reactants are C1N(CCC12CCNCC2)C(=O)OC(C)(C)C (tert-Butyl 2,8-diazaspiro[4.5]decane-2-carboxylate), CCN(C(C)C)C(C)C (DIPEA), ClC1=NC(=NC=C1)C(F)(F)F (4-Chloro-2-(trifluoromethyl)pyrimidine). The solvent is C(C)(C)O (isopropanol). Yields the product FC(C1=NC=CC(=N1)N1CCC2(CCN(C2)C(=O)OC(C)(C)C)CC1)(F)F (tert-Butyl 8-(2-(trifluoromethyl)pyrimidin-4-yl)-2,8-diazaspiro[4.5]decane-2-carboxylate). Isolated yield 47.0%. As a reaction SMILES: Cl[C:2]1[CH:7]=[CH:6][N:5]=[C:4]([C:8]([F:11])([F:10])[F:9])[N:3]=1.[CH2:12]1[C:16]2([CH2:21][CH2:20][NH:19][CH2:18][CH2:17]2)[CH2:15][CH2:14][N:13]1[C:22]([O:24][C:25]([CH3:28])([CH3:27])[CH3:26])=[O:23].CCN(C(C)C)C(C)C>C(O)(C)C>[F:9][C:8]([F:11])([F:10])[C:4]1[N:3]=[C:2]([N:19]2[CH2:20][CH2:21][C:16]3([CH2:12][N:13]([C:22]([O:24][C:25]([CH3:26])([CH3:27])[CH3:28])=[O:23])[CH2:14][CH2:15]3)[CH2:17][CH2:18]2)[CH:7]=[CH:6][N:5]=1. Reported procedure: 4-Chloro-2-(trifluoromethyl)pyrimidine (2.72 mmol, 1 eq.) and isopropanol (4 ml) were introduced into a microwave vessel. tert-Butyl 2,8-diazaspiro[4.5]decane-2-carboxylate (2.72 mmol, 1 eq.) and DIPEA (0.6 ml, 6.8 mmol), 2.5 eq.) were added in succession and the reaction mixture was introduced into a microwave oven at 75° C. for 45 min. After TLC control, the reaction mixture was concentrated on a rotary evaporator. A reddish liquid remained and was diluted with methylene chloride (200 ml). The...